Task: describe an organic reaction: reactants, conditions, products, and yield. Dataset: the Open Reaction Database (ORD), a public repository of structured organic reaction records Reactants: C(C=C)C1CN(CC1=O)C(=O)OC(C)(C)C (tert-butyl 3-allyl-4-oxopyrrolidine-1-carboxylate), C(C)(=O)[O-].[NH4+] (ammonium acetate), FC(CO)(F)F (2,2,2-trifluoroethanol), C(C)(C)(C)[N+]#[C-] (t-butylisonitrile). Run at time 4 day. The product is C(C)(=O)N[C@]1(CN(C[C@@H]1CC=C)C(=O)OC(C)(C)C)C(NC(C)(C)C)=O ((3R,4S)-tert-butyl 3-acetamido-4-allyl-3-(tert-butylcarbamoyl)pyrrolidine-1-carboxylate). RXN SMILES: [CH2:1]([CH:4]1[C:8](=O)[CH2:7][N:6]([C:10]([O:12][C:13]([CH3:16])([CH3:15])[CH3:14])=[O:11])[CH2:5]1)[CH:2]=[CH2:3].[C:17]([O-:20])(=O)[CH3:18].[NH4+:21].[C:22]([N+:26]#[C-])([CH3:25])([CH3:24])[CH3:23].FC(F)(F)[CH2:30][OH:31]>>[C:17]([NH:21][C@:8]1([C:30](=[O:31])[NH:26][C:22]([CH3:25])([CH3:24])[CH3:23])[C@@H:4]([CH2:1][CH:2]=[CH2:3])[CH2:5][N:6]([C:10]([O:12][C:13]([CH3:16])([CH3:15])[CH3:14])=[O:11])[CH2:7]1)(=[O:20])[CH3:18] |f:1.2|. Procedure details: A stirred mixture of tert-butyl 3-allyl-4-oxopyrrolidine-1-carboxylate (13.23 g, 58.7 mmol) and ammonium acetate (11.95 g, 155 mmol) in 2,2,2-trifluoroethanol (25 mL) under nitrogen was treated with t-butylisonitrile (12.25 mL, 106 mmol), then stirred at room temperature for 4 days and concentrated. The residue was partitioned between water (100 mL) and methylene chloride (200 mL), and the aqueous layer was extracted with methylene chloride (2×75 mL). The combined organic solution was washed wit... The reactants are C1(CCC1)N (cyclobutylamine), C1COS(=O)(=O)C1 (1,3-propane sultone), C1CCOC1 (THF). The solvent is C(C)#N (acetonitrile). Run at time 15 minute. Yields the product C1(CCC1)NCCCS(=O)(=O)O (3-cyclobutylamino-1-propanesulfonic acid). Isolated yield 60.0%. Reaction SMILES: [CH:1]1([NH2:5])[CH2:4][CH2:3][CH2:2]1.[CH2:6]1[CH2:12][S:9](=[O:11])(=[O:10])[O:8][CH2:7]1.C1COCC1>C(#N)C>[CH:1]1([NH:5][CH2:7][CH2:6][CH2:12][S:9]([OH:11])(=[O:10])=[O:8])[CH2:4][CH2:3][CH2:2]1. Reported procedure: A mixture of cyclobutylamine (1.11 g, 15.6 mmol) and 1,3-propane sultone (2 g, 17 mmol) in acetonitrile (18 mL) was heated at reflux. The mixture turned to a lump within 15 minutes. THF (10 mL) was added. The reflux was maintained for 1 hour. The mixture was cooled to room temperature. The solid was collected by filtration, rinsed with acetonitrile (2×4 mL), air-dried for 60 minutes (2.41 g). The solid was suspended in methanol (20 mL) and the suspension was heated at reflux until all the solid ... Starting materials: O (water), Cl (hydrochloric acid), C(C)NCC (diethylamine), ClCCCOCCC1=CC2=C(SC=C2)C=C1 (5-[2-(3-chloropropyloxy)ethyl]benzo[b]-thiophene). Solvent: C(C)(=O)OCC (ethyl acetate), CN(C=O)C (N,N-dimethylformamide). Run at temperature 100 celsius, time 10 hour. The product is S1C2=C(C=C1)C=C(C=C2)CCOCCCN(CC)CC (N-[3-(2-benzo[b]thiophen-5-ylethoxy)propyl]-N,N-diethylamine). Reaction SMILES: Cl[CH2:2][CH2:3][CH2:4][O:5][CH2:6][CH2:7][C:8]1[CH:16]=[CH:15][C:11]2[S:12][CH:13]=[CH:14][C:10]=2[CH:9]=1.[CH2:17]([NH:19][CH2:20][CH3:21])[CH3:18].O.Cl>CN(C)C=O.C(OCC)(=O)C>[S:12]1[CH:13]=[CH:14][C:10]2[CH:9]=[C:8]([CH2:7][CH2:6][O:5][CH2:4][CH2:3][CH2:2][N:19]([CH2:20][CH3:21])[CH2:17][CH3:18])[CH:16]=[CH:15][C:11]1=2. Procedure details: In 6 mL of N,N-dimethylformamide is dissolved 0.80 g of 5-[2-(3-chloropropyloxy)ethyl]benzo[b]-thiophene, to which is added 3.2 mL of diethylamine. The mixture is stirred in an ampoule at 100° C. for 10 hours. After cooling, the reaction mixture is introduced into a mixture of water and ethyl acetate, pH is adjusted to 1.0 with 6 mol/L hydrochloric acid, and the aqueous layer is separated. Ethyl acetate is added to the aqueous layer, pH is adjusted to 10.0 with 5 mol/L aqueous solution of sodium... The reactants are C(C)(C)(C)OC(=O)N1C(C2C(C2C1=O)C(=O)[O-])C(=O)[O-] (3-tert-butoxycarbonyl-4-oxo-3-azabicyclo[3.1.0]hexane-2,6-dicarboxylate), [Al+3].[Cl-].[Cl-].[Cl-] (AlCl3), C1NCCC2=CC=CC=C12 (tetrahydroisoquinoline), O (water). Run in C(Cl)Cl (CH2Cl2), C(Cl)Cl (CH2Cl2), C(Cl)Cl (CH2Cl2). Reaction conditions: time 10 minute. The product is C(=O)(O)C1C(C1C(=O)C1NCCC2=CC=CC=C12)C(N)C(=O)O (2-[2′-carboxy-3′-(tetrahydroisoquinolylcarbonyl)cyclopropyl]glycine). Isolated yield 106.6%. RXN SMILES: [Al+3].[Cl-].[Cl-].[Cl-].[CH2:5]1[C:14]2[C:9](=[CH:10][CH:11]=[CH:12][CH:13]=2)[CH2:8][CH2:7][NH:6]1.C(OC([N:22]1[C:27](=[O:28])[CH:26]2[CH:24]([CH:25]2[C:29]([O-:31])=[O:30])[CH:23]1[C:32]([O-:34])=[O:33])=O)(C)(C)C.O>C(Cl)Cl>[C:29]([CH:25]1[CH:26]([C:27]([CH:5]2[C:14]3[C:9](=[CH:10][CH:11]=[CH:12][CH:13]=3)[CH2:8][CH2:7][NH:6]2)=[O:28])[CH:24]1[CH:23]([C:32]([OH:34])=[O:33])[NH2:22])([OH:31])=[O:30] |f:0.1.2.3|. Procedure: To a solution of AlCl3 (48.7 mg, 0.36 mmol) in dry CH2Cl2 (1 mL) at 0° C., tetrahydroisoquinoline (88 μl, 0.70 mmol) in CH2Cl2 (1 mL) was added dropwise. The mixture was stirred at room temperature for 10 min, and then ethyl (1SR, 2SR, 5RS, 6RS) 3-tert-butoxycarbonyl-4-oxo-3-azabicyclo[3.1.0]hexane-2,6-dicarboxylate (96 mg, 0.28 mmol) in dry CH2Cl2 (1 mL) was added. After stirring at room temperature for 3 h, a mixture of ice and water was added. The layers were separated and the aqueous phase w... Reactants: [N+](=O)([O-])C=1C=C(C(=O)Cl)C=C(C1)[N+](=O)[O-] (3,5-Dinitrobenzoyl chloride), [N+](=O)([O-])C=1C=C(C(=O)Cl)C=C(C1)[N+](=O)[O-] (3,5-Dinitrobenzoyl chloride), C1C(C)O1 (propylene oxide), N[C@@H](CC(C)C)C(=O)O ((S)-Leucine). Run in O1CCCC1 (tetrahydrofuran). Yields the product [N+](=O)([O-])C=1C=C(C(=O)N[C@@H](CC(C)C)C(=O)O)C=C(C1)[N+](=O)[O-] (3,5-dinitrobenzoyl-(S)-leucine). As a reaction SMILES: [NH2:1][C@H:2]([C:7]([OH:9])=[O:8])[CH2:3][CH:4]([CH3:6])[CH3:5].[N+:10]([C:13]1[CH:14]=[C:15]([CH:19]=[C:20]([N+:22]([O-:24])=[O:23])[CH:21]=1)[C:16](Cl)=[O:17])([O-:12])=[O:11].C1OC1C>O1CCCC1>[N+:10]([C:13]1[CH:14]=[C:15]([CH:19]=[C:20]([N+:22]([O-:24])=[O:23])[CH:21]=1)[C:16]([NH:1][C@H:2]([C:7]([OH:9])=[O:8])[CH2:3][CH:4]([CH3:6])[CH3:5])=[O:17])([O-:12])=[O:11]. Reported procedure: (S)-Leucine (10 g) was suspended in 150 mL dry tetrahydrofuran and chilled in an ice bath while stirring under a nitrogen atmosphere. 3,5-Dinitrobenzoyl chloride (Table 2, Compound 13, 21 g) and propylene oxide (6.6 g) were added; the resulting heterogeneous mixture became clear after several minutes. The mixture was allowed to stir for 5 h, and was evaporated under reduced pressure to afford an oil which crystallized upon addition of 100 mL of cold dichloromethane. Filtration and drying of the ... Starting materials: C=CC(=O)OCC, CC(C)CC=CN1CCCCC1, CC#N, Oc1ccc(O)cc1. Product: CCOC(=O)C1CC(CC(C)C)C1N1CCCCC1. Reaction SMILES: [C:13]([CH:14]=[CH2:15])(=[O:16])[O:17][CH2:18][CH3:19].[CH3:1][CH:2]([CH2:3][CH:4]=[CH:5][N:6]1[CH2:7][CH2:8][CH2:9][CH2:10][CH2:11]1)[CH3:12].[CH3:28][C:29]#[N:30].[OH:20][c:21]1[cH:22][cH:23][c:24]([OH:25])[cH:26][cH:27]1>>[CH3:1][CH:2]([CH2:3][CH:4]1[CH:5]([N:6]2[CH2:7][CH2:8][CH2:9][CH2:10][CH2:11]2)[CH:14]([C:13](=[O:16])[O:17][CH2:18][CH3:19])[CH2:15]1)[CH3:12]. The reactants are FC=1C=C(CN=C=O)C=CC1 (3-Fluorobenzyl isocyanate), ClCC1=NSC(=N1)N (3-Chloromethyl-[1,2,4]thiadiazol-5-ylamine), ClCC1=NSC(=N1)N (3-chloromethyl-[1,2,4]thiadiazol-5-ylamine). Reagents/catalysts: CN(C)C=1C=CN=CC1 (DMAP). Solvent: CN1CCCC1=O (NMP), CCOC(=O)C (EtOAc). Yields the product ClCC1=NSC(=N1)NC(=O)NCC1=CC(=CC=C1)F (1-(3-chloromethyl-[1,2,4]thiadiazol-5-yl)-3-(3-fluoro-benzyl)-urea). Isolated yield 72.0%. RXN SMILES: [F:1][C:2]1[CH:3]=[C:4]([CH:9]=[CH:10][CH:11]=1)[CH2:5][N:6]=[C:7]=[O:8].[Cl:12][CH2:13][C:14]1[N:18]=[C:17]([NH2:19])[S:16][N:15]=1>CN(C1C=CN=CC=1)C.CN1C(=O)CCC1.CCOC(C)=O>[Cl:12][CH2:13][C:14]1[N:18]=[C:17]([NH:19][C:7]([NH:6][CH2:5][C:4]2[CH:9]=[CH:10][CH:11]=[C:2]([F:1])[CH:3]=2)=[O:8])[S:16][N:15]=1. Procedure: 3-Fluorobenzyl isocyanate (1.3 g, 8 mmol) was added into a mixture of Intermediate 38: 3-chloromethyl-[1,2,4]thiadiazol-5-ylamine (0.83 g, 5.5 mmol), and DMAP (22 mg, 0.14 mmol) in NMP (11 mL). The reaction mixture was heated in a microwave reactor for 1 hour at 100 C and then cooled to ambient temperature. The reaction mixture was diluted with EtOAc (75 mL) and washed with water (30 mL×2). The aqueous phase was extracted with EtOAc (40 mL×2). The combined organic layers were washed with brine, ... Reactants: CCO, Nc1c([N+](=O)[O-])cc(Cl)cc1[N+](=O)[O-]. The product is Nc1cc(Cl)cc([N+](=O)[O-])c1N. RXN SMILES: [CH3:15][CH2:16][OH:17].[Cl:1][c:2]1[cH:3][c:4]([N+:12](=[O:13])[O-:14])[c:5]([NH2:6])[c:7]([N+:9]([O-:10])=[O:11])[cH:8]1>>[Cl:1][c:2]1[cH:3][c:4]([N+:12](=[O:13])[O-:14])[c:5]([NH2:6])[c:7]([NH2:9])[cH:8]1.